Dataset: the Open Reaction Database (ORD), a public repository of structured organic reaction records. Task: describe an organic reaction: reactants, conditions, products, and yield Reactants: B (borane), FC1=CC=C(C[C@@H]2C[C@H](N(C2=O)C(=O)OC(C)(C)C)C(=O)OCC)C=C1 ((2S,4R)-1-tert-butyl 2-ethyl 4-(4-fluorobenzyl)-5-oxopyrrolidine-1,2-dicarboxylate), [Cl-].[NH4+] (ammonium chloride), C1CCOC1 (THF), B(F)(F)F.CCOCC (boron trifluoride diethyl etherate), [OH-].[Li+] (lithium hydroxide). Solvent: O (Water), C(Cl)Cl (methylene chloride). Run at time 1 hour. The product is C(C)(C)(C)OC(=O)N1[C@@H](C[C@H](C1)CC1=CC=C(C=C1)F)C(=O)O ((2S,4R)-1-(tert-butoxycarbonyl)-4-(4-fluorobenzyl)pyrrolidine-2-carboxylic acid). Isolated yield 81.0%. As a reaction SMILES: B.C1COCC1.B(F)(F)F.CCOCC.[F:16][C:17]1[CH:41]=[CH:40][C:20]([CH2:21][C@H:22]2[C:26](=O)[N:25]([C:28]([O:30][C:31]([CH3:34])([CH3:33])[CH3:32])=[O:29])[C@H:24]([C:35]([O:37]CC)=[O:36])[CH2:23]2)=[CH:19][CH:18]=1.[Cl-].[NH4+].[OH-].[Li+]>C(Cl)Cl.O>[C:31]([O:30][C:28]([N:25]1[CH2:26][C@H:22]([CH2:21][C:20]2[CH:40]=[CH:41][C:17]([F:16])=[CH:18][CH:19]=2)[CH2:23][C@H:24]1[C:35]([OH:37])=[O:36])=[O:29])([CH3:34])([CH3:32])[CH3:33] |f:2.3,5.6,7.8|. Procedure: Step (c) 1M borane in THF (10 mL, 10 mmol) followed by boron trifluoride diethyl etherate (1.25 mL, 10 mmol) were added to a solution of (2S,4R)-1-tert-butyl 2-ethyl 4-(4-fluorobenzyl)-5-oxopyrrolidine-1,2-dicarboxylate (1.8 g, 5 mmol) in methylene chloride (20 mL) at 0° C. The reaction was allowed to warm to ambient temperature while stirring for 1 hour. The mixture was cooled to 0° C. and then saturated ammonium chloride (25 mL) was slowly added. Water was added to dissolve precipitated solids...